This data is from the Open Reaction Database (ORD), a public repository of structured organic reaction records. The task is: describe an organic reaction: reactants, conditions, products, and yield Reactants: CC1(C(CC2C(CCCC12C)O)CCOCCCC(CC)(O)CC)C (1,1-Dimethyl-[2-(4-ethyl-4-hydroxyhexoxy)ethyl]-7a-methyloctahydro-1H-inden-4-ol), [Cr](=O)(=O)([O-])Cl.[NH+]1=CC=CC=C1 (pyridinium chlorochromate). The solvent is C(Cl)Cl (methylene chloride). Product: CC1(C(CC2C(CCCC12C)=O)CCOCCCC(CC)(O)CC)C (1,1-Dimethyl-[2-(4-ethyl-4-hydroxyhexoxy)ethyl]-7a-methyloctahydro-4H-inden-4-one). Isolated yield 73.1%. As a reaction SMILES: [CH3:1][C:2]1([CH3:25])[C:10]2([CH3:11])[CH:5]([CH:6]([OH:12])[CH2:7][CH2:8][CH2:9]2)[CH2:4][CH:3]1[CH2:13][CH2:14][O:15][CH2:16][CH2:17][CH2:18][C:19]([CH2:23][CH3:24])([OH:22])[CH2:20][CH3:21].[Cr](Cl)([O-])(=O)=O.[NH+]1C=CC=CC=1>C(Cl)Cl>[CH3:25][C:2]1([CH3:1])[C:10]2([CH3:11])[CH:5]([C:6](=[O:12])[CH2:7][CH2:8][CH2:9]2)[CH2:4][CH:3]1[CH2:13][CH2:14][O:15][CH2:16][CH2:17][CH2:18][C:19]([CH2:23][CH3:24])([OH:22])[CH2:20][CH3:21] |f:1.2|. Procedure details: 251 mg (0.71 mmol) of 49 is reacted with 212 mg (0.99 mmol) of pyridinium chlorochromate in 16 ml of methylene chloride analogously to 30., and 183 mg of the title compound is obtained as colorless oil. Starting materials: COC(=O)c1cccc(N(CCCl)CCCl)c1, Cl, O. Yields the product O=C(O)c1cccc(N(CCCl)CCCl)c1. Reaction SMILES: [Cl:2][CH2:3][CH2:4][N:5]([CH2:6][CH2:7][Cl:8])[c:9]1[cH:10][c:11]([C:12](=[O:13])[O:14][CH3:15])[cH:16][cH:17][cH:18]1.[ClH:1].[OH2:19]>>[Cl:2][CH2:3][CH2:4][N:5]([CH2:6][CH2:7][Cl:8])[c:9]1[cH:10][c:11]([C:12](=[O:13])[OH:14])[cH:16][cH:17][cH:18]1. Reactants: CC(C)(C#N)c1cccc(C(=O)O)c1, CN(C)C=O, CN1CCCC1=O, O=C(Cl)C(=O)Cl, CC(=O)Nc1cn2nc(Oc3cccc(N)c3)ccc2n1, C1CCOC1. Product: CC(=O)Nc1cn2nc(Oc3cccc(NC(=O)c4cccc(C(C)(C)C#N)c4)c3)ccc2n1. RXN SMILES: [C:1](#[N:2])[C:3]([CH3:4])([CH3:5])[c:6]1[cH:7][c:8]([C:9](=[O:10])[OH:11])[cH:12][cH:13][cH:14]1.[CH3:21][N:22]([CH3:23])[CH:24]=[O:25].[CH3:47][N:48]1[CH2:49][CH2:50][CH2:51][C:52]1=[O:53].[Cl:15][C:16]([C:17]([Cl:18])=[O:19])=[O:20].[NH2:26][c:27]1[cH:28][c:29]([O:30][c:31]2[cH:32][cH:33][c:34]3[n:35]([n:36]2)[cH:37][c:38]([NH:40][C:41]([CH3:42])=[O:43])[n:39]3)[cH:44][cH:45][cH:46]1.[O:54]1[CH2:55][CH2:56][CH2:57][CH2:58]1>>[C:1](#[N:2])[C:3]([CH3:4])([CH3:5])[c:6]1[cH:7][c:8]([C:9](=[O:11])[NH:26][c:27]2[cH:28][c:29]([O:30][c:31]3[cH:32][cH:33][c:34]4[n:35]([n:36]3)[cH:37][c:38]([NH:40][C:41]([CH3:42])=[O:43])[n:39]4)[cH:44][cH:45][cH:46]2)[cH:12][cH:13][cH:14]1. As a reaction SMILES: [N:1]1(/[C:10](/[C:17]2[CH:22]=[CH:21][C:20]([CH2:23][CH3:24])=[CH:19][CH:18]=2)=[CH:11]/[C:12]([O:14]CC)=[O:13])[C:5]2[CH:6]=[CH:7][CH:8]=[CH:9][C:4]=2[N:3]=[CH:2]1>Cl>[N:1]1(/[C:10](/[C:17]2[CH:22]=[CH:21][C:20]([CH2:23][CH3:24])=[CH:19][CH:18]=2)=[CH:11]/[C:12]([OH:14])=[O:13])[C:5]2[CH:6]=[CH:7][CH:8]=[CH:9][C:4]=2[N:3]=[CH:2]1. The solvent is Cl (hydrochloric acid). Reported procedure: A solution of ethyl (2E)-3-(1H-benzimidazol-1-yl)-3-(4-ethylphenyl)-2-propenoate (46 mg, 143 μmol) in hydrochloric acid (10 mL of a 5N solution) was stirred at room temperature for 72 hours, and then heated at reflux for 6 hours. The solution was cooled to room temperature, and evaporated in vacuo to afford the title compound, [LCMS (Method A, Mobile Phase I) RT=6.62 min, MH+ 294]. The product is N1(C=NC2=C1C=CC=C2)/C(=C/C(=O)O)/C2=CC=C(C=C2)CC ((2E)-3-(1H-Benzimidazol-1-yl)-3-(4-ethylphenyl)-2-propenoic acid), Phase I. Reactants: N1(C=NC2=C1C=CC=C2)/C(=C/C(=O)OCC)/C2=CC=C(C=C2)CC (ethyl (2E)-3-(1H-benzimidazol-1-yl)-3-(4-ethylphenyl)-2-propenoate), solution. The solvent is C(C)(=O)O (acetic acid), C(C)(=O)O (acetic acid), C(C)(=O)O (acetic acid). Yields the product NC=1SC2=NC(=CC=C2N1)OC=1C=CC(=C(C1)NC(C1=CC(=CC=C1)C1(CC1)C#N)=O)C (N-{5-[(2-amino[1,3]thiazolo[5,4-b]pyridin-5-yl)oxy]-2-methylphenyl}-3-(1-cyanocyclopropyl)benzamide). The reactants are [S-]C#N.[K+] (Potassium thiocyanate), NC=1C=CC(=NC1)OC=1C=CC(=C(C1)NC(C1=CC(=CC=C1)C1(CC1)C#N)=O)C (N-{5-[(5-aminopyridin-2-yl)oxy]-2-methylphenyl}-3-(1-cyanocyclopropyl)benzamide), BrBr (bromine). Procedure details: Potassium thiocyanate (506 mg, 5.2 mmol) was suspended in acetic acid (10 mL), and the mixture was stirred at room temperature for 10 min. A solution of N-{5-[(5-aminopyridin-2-yl)oxy]-2-methylphenyl}-3-(1-cyanocyclopropyl)benzamide (500 mg, 1.3 mmol) in acetic acid (10 mL) was added to the obtained solution, and the mixture was further stirred at room temperature for 15 min. A solution of bromine (230 mg, 1.43 mmol) in acetic acid (7.0 mL) was slowly added dropwise to the obtained solution. Aft... Run at time 10 minute. Reaction SMILES: [S-:1][C:2]#[N:3].[K+].[NH2:5][C:6]1[CH:7]=[CH:8][C:9]([O:12][C:13]2[CH:14]=[CH:15][C:16]([CH3:33])=[C:17]([NH:19][C:20](=[O:32])[C:21]3[CH:26]=[CH:25][CH:24]=[C:23]([C:27]4([C:30]#[N:31])[CH2:29][CH2:28]4)[CH:22]=3)[CH:18]=2)=[N:10][CH:11]=1.BrBr>C(O)(=O)C>[NH2:3][C:2]1[S:1][C:11]2[C:6]([N:5]=1)=[CH:7][CH:8]=[C:9]([O:12][C:13]1[CH:14]=[CH:15][C:16]([CH3:33])=[C:17]([NH:19][C:20](=[O:32])[C:21]3[CH:26]=[CH:25][CH:24]=[C:23]([C:27]4([C:30]#[N:31])[CH2:28][CH2:29]4)[CH:22]=3)[CH:18]=1)[N:10]=2 |f:0.1|. The yield is 61.0%.